This data is from the Open Reaction Database (ORD), a public repository of structured organic reaction records. The task is: describe an organic reaction: reactants, conditions, products, and yield Reactants: 5a, ClC1=C(N=CS1)C=O (5-chloro-thiazole-4-carbaldehyde), [Na+].N1=C(C=CC=C1)S(=O)[O-] (pyridine-2-sulfinic acid sodium salt). Product: N1=C(C=CC=C1)S(=O)(=O)C1=C(N=CS1)C=O (5-(pyridine-2-sulfonyl)thiazole-4-carbaldehyde). As a reaction SMILES: Cl[C:2]1[S:6][CH:5]=[N:4][C:3]=1[CH:7]=[O:8].[Na+].[N:10]1[CH:15]=[CH:14][CH:13]=[CH:12][C:11]=1[S:16]([O-:18])=[O:17]>>[N:10]1[CH:15]=[CH:14][CH:13]=[CH:12][C:11]=1[S:16]([C:2]1[S:6][CH:5]=[N:4][C:3]=1[CH:7]=[O:8])(=[O:18])=[O:17] |f:1.2|. Procedure: The title compound was prepared by the method of Preparation 5a using 5-chloro-thiazole-4-carbaldehyde and pyridine-2-sulfinic acid sodium salt. The reactants are C1(=CC=CC2=CC=CC=C12)C(C)=O (1-(naphthalen-1-yl)ethanone), BrBr (bromine). Solvent: O1CCOCC1 (dioxane), O1CCOCC1 (dioxane). Run at time 20 minute. Product: BrCC(=O)C1=CC=CC2=CC=CC=C12 (2-bromo-1-(naphthalen-1-yl)ethanone). Yield: 93.2%. Reaction SMILES: [C:1]1([C:11](=[O:13])[CH3:12])[C:10]2[C:5](=[CH:6][CH:7]=[CH:8][CH:9]=2)[CH:4]=[CH:3][CH:2]=1.[Br:14]Br>O1CCOCC1>[Br:14][CH2:12][C:11]([C:1]1[C:10]2[C:5](=[CH:6][CH:7]=[CH:8][CH:9]=2)[CH:4]=[CH:3][CH:2]=1)=[O:13]. Procedure details: To a solution of 1-(naphthalen-1-yl)ethanone (500 mg, 2.9 mmol) in dioxane (5 mL) was added to a solution of bromine (510 mg, 3.19 mmol) in dioxane (10 mL), at room temperature, over a period of 30 minutes. The reaction mixture was then stirred at room temperature for 20 minutes and concentrated. The resulting residue was diluted with ether and washed with saturated sodium bicarbonate, water, dried over sodium sulfate and concentrated. Purification by preparative thin layer chromatography (70% D... Starting materials: C(C1=CC=CC=C1)OC([C@H](CCC(NCC1=CC=CC=C1)=O)NC(=O)OC(C)(C)C)=O ((S)-4-benzylcarbamoyl-2-tert-butoxycarbonylamino-butyric acid benzyl ester), C1(=CC=CC=C1)P(C1=CC=CC=C1)C1=CC=CC=C1 (triphenylphosphine), N(=O)[O-].[Na+] (sodium nitrite), ceric ammonium nitrate, CC(C)OC(=O)/N=N/C(=O)OC(C)C (diisopropylazodicarboxylate), C[Si](C)(C)N=[N+]=[N-] (trimethylsilylazide). Solvent: C(C)#N (acetonitrile), O (water). Reaction conditions: time 30 minute. The product is C(C1=CC=CC=C1)OC([C@H](CCC=1N(NNN1)CC1=CC=CC=C1)NC(=O)OC(C)(C)C)=O ((S)-4-(4-Benzyl-2H-tetrazol-5-yl)-2-tert-butoxycarbonylamino-butyric acid benzyl ester). RXN SMILES: [CH2:1]([O:8][C:9](=[O:31])[C@@H:10]([NH:23][C:24]([O:26][C:27]([CH3:30])([CH3:29])[CH3:28])=[O:25])[CH2:11][CH2:12][C:13](=O)[NH:14][CH2:15][C:16]1[CH:21]=[CH:20][CH:19]=[CH:18][CH:17]=1)[C:2]1[CH:7]=[CH:6][CH:5]=[CH:4][CH:3]=1.C1(P(C2C=CC=CC=2)C2C=CC=CC=2)C=CC=CC=1.CC(OC(/N=N/C(OC(C)C)=O)=O)C.C[Si]([N:69]=[N+:70]=[N-:71])(C)C.N([O-])=O.[Na+]>C(#N)C.O>[CH2:1]([O:8][C:9](=[O:31])[C@@H:10]([NH:23][C:24]([O:26][C:27]([CH3:30])([CH3:29])[CH3:28])=[O:25])[CH2:11][CH2:12][C:13]1[N:14]([CH2:15][C:16]2[CH:21]=[CH:20][CH:19]=[CH:18][CH:17]=2)[NH:69][NH:70][N:71]=1)[C:2]1[CH:7]=[CH:6][CH:5]=[CH:4][CH:3]=1 |f:4.5|. Procedure details: To a suspension of 5.92 g (S)-4-benzylcarbamoyl-2-tert-butoxycarbonylamino-butyric acid benzyl ester and 9.10 g triphenylphosphine in 120 ml acetonitrile were added dropwise at 0° C. 7.1 ml diisopropylazodicarboxylate and after 2 minutes 4.8 ml trimethylsilylazide over a period of 20 minutes. After 30 minutes the mixture was allowed to warm to RT and stirred for 12 h. The mixture was cooled to 0° C. and 4.8 ml aqueous sodium nitrite (2.9 M) were added, after 30 minutes a solution of 7.6 g ceric ... Starting materials: FC=1C(=C2N=C(C(=NC2=CC1)C)NC1(CC1)C)C(C)=O (1-(6-Fluoro-2-methyl-3-((1-methylcyclopropyl)amino)quinoxalin-5-yl)ethanone), BrC=1C(=CC=C2N=C(C(=NC12)NC(C)C)C)F (8-bromo-7-fluoro-N-isopropyl-3-methylquinoxalin-2-amine). Yields the product FC=1C(=C2N=C(C(=NC2=CC1)C)NC(C)C)C(C)=O (1-(6-Fluoro-3-(isopropylamino)-2-methylquinoxalin-5-yl)ethanone). Isolated yield 90.0%. RXN SMILES: [F:1][C:2]1[C:3]([C:18](=[O:20])[CH3:19])=[C:4]2[C:9](=[CH:10][CH:11]=1)[N:8]=[C:7]([CH3:12])[C:6]([NH:13][C:14]1(C)[CH2:16][CH2:15]1)=[N:5]2.BrC1C(F)=CC=C2C=1N=C(NC(C)C)C(C)=N2>>[F:1][C:2]1[C:3]([C:18](=[O:20])[CH3:19])=[C:4]2[C:9](=[CH:10][CH:11]=1)[N:8]=[C:7]([CH3:12])[C:6]([NH:13][CH:14]([CH3:16])[CH3:15])=[N:5]2. Reported procedure: 1-(6-Fluoro-3-(isopropylamino)-2-methylquinoxalin-5-yl)ethanone (619b) (3.58 g, 90% yield) as an orange solid was prepared according to the procedures described for Intermediate 610b, using 8-bromo-7-fluoro-N-isopropyl-3-methylquinoxalin-2-amine (373a) (2.00 g, 6.70 mmol) as the starting material. 19F NMR (377 MHz, DMSO-d6) δ ppm −116.42. 1H NMR (400 MHz, DMSO-d6) δ ppm 7.80 (1H, dd, J=9.0, 6.1 Hz), 7.20 (1H, t, J=9.2 Hz), 7.01 (1H, d, J=7.4 Hz), 4.23 (1H, m), 2.66 (3H, s), 2.52 (3H, s), 1.26 (6... Reactants: FC(C(=O)O)(F)F (Trifluoroacetic acid), C(C)(C)(C)OC(=O)N1CCC(CC1)CCOC1=CC=C(C=C1)OC(F)(F)F (4-[2-(4-trifluoromethoxyphenoxy)ethyl]piperidine-1-carboxylic acid tert-butyl ester). Run in ClCCl (dichloromethane). Conditions: time 5 hour. The product is FC(OC1=CC=C(OCCC2CCNCC2)C=C1)(F)F (4-[2-(4-trifluoromethoxyphenoxy)ethyl]piperidine). Yield: 101.3%. As a reaction SMILES: FC(F)(F)C(O)=O.C(OC([N:15]1[CH2:20][CH2:19][CH:18]([CH2:21][CH2:22][O:23][C:24]2[CH:29]=[CH:28][C:27]([O:30][C:31]([F:34])([F:33])[F:32])=[CH:26][CH:25]=2)[CH2:17][CH2:16]1)=O)(C)(C)C>ClCCl>[F:33][C:31]([F:32])([F:34])[O:30][C:27]1[CH:26]=[CH:25][C:24]([O:23][CH2:22][CH2:21][CH:18]2[CH2:17][CH2:16][NH:15][CH2:20][CH2:19]2)=[CH:29][CH:28]=1. Reported procedure: Trifluoroacetic acid (40 ml) was added to a dichloromethane solution (40 ml) of 4-[2-(4-trifluoromethoxyphenoxy)ethyl]piperidine-1-carboxylic acid tert-butyl ester (18.6 g), and the mixture was stirred at room temperature for 5 hours. The mixture was concentrated under reduced pressure, and ice water was added to the resulting residue. The result was treated with 6 N sodium hydroxide aqueous solution, followed by extraction with ethyl acetate. The organic layer was washed with a saturated sodium... Starting materials: CCO, CC(C)Oc1ccc(-c2nc(-c3cccc4c(C=O)cn(C)c34)no2)cc1Cl, Cl, CCOC(=O)CN, [Na+], [OH-]. The product is CCOC(=O)CNCc1cn(C)c2c(-c3noc(-c4ccc(OC(C)C)c(Cl)c4)n3)cccc12. Reaction SMILES: [CH3:39][CH2:40][OH:41].[Cl:9][c:10]1[cH:11][c:12](-[c:20]2[n:21][c:22](-[c:25]3[cH:26][cH:27][cH:28][c:29]4[c:30]([CH:35]=[O:36])[cH:31][n:32]([CH3:34])[c:33]34)[n:23][o:24]2)[cH:13][cH:14][c:15]1[O:16][CH:17]([CH3:18])[CH3:19].[ClH:1].[NH2:2][CH2:3][C:4](=[O:5])[O:6][CH2:7][CH3:8].[Na+:38].[OH-:37]>>[NH:2]([CH2:3][C:4](=[O:5])[O:6][CH2:7][CH3:8])[CH2:35][c:30]1[c:29]2[cH:28][cH:27][cH:26][c:25](-[c:22]3[n:21][c:20](-[c:12]4[cH:11][c:10]([Cl:9])[c:15]([O:16][CH:17]([CH3:18])[CH3:19])[cH:14][cH:13]4)[o:24][n:23]3)[c:33]2[n:32]([CH3:34])[cH:31]1. Starting materials: C(Br)(Br)(Br)Br (carbon tetrabromide), C1(=CC=CC=C1)P(C1=CC=CC=C1)C1=CC=CC=C1 (triphenylphosphine), COCOC1=CC=C(C=O)C=C1 (p-methoxymethoxybenzaldehyde). Reagents/catalysts: [Zn] (zinc). Solvent: ClCCl (dichloromethane). Run at time 25 hour. Product: COCOC1=CC=C(C=C1)C=C(Br)Br (4-(2,2-dibromoethenyl)phenol methoxymethyl ether). Isolated yield 66.2%. Reaction SMILES: [C:1]([Br:5])(Br)(Br)[Br:2].C1(P(C2C=CC=CC=2)C2C=CC=CC=2)C=CC=CC=1.[CH3:25][O:26][CH2:27][O:28][C:29]1[CH:36]=[CH:35][C:32]([CH:33]=O)=[CH:31][CH:30]=1>[Zn].ClCCl>[CH3:25][O:26][CH2:27][O:28][C:29]1[CH:36]=[CH:35][C:32]([CH:33]=[C:1]([Br:5])[Br:2])=[CH:31][CH:30]=1. Procedure: To a mixture of carbon tetrabromide (56.58 g), triphenylphosphine (44.61 g) and zinc powder (11.18 g) was added dichloromethane (300 ml), and the mixture was stirred for 25 hours at room temperature. To the mixture was then added p-methoxymethoxybenzaldehyde (13.91 g), which was stirred for 30 hours. The reaction mixture was subjected to filtration through celite, and the filtrate was concentrated under reduced pressure. The residue was purified by means of a silica gel column chromatography (el... Reactants: OC=1C(C2=CC(=CC=C2C(C1C(=O)NCC(=O)OC(C)(C)C)=O)CCC1=CC=CC=C1)(C)C (Tert-butyl 2-(2-hydroxy-1,1-dimethyl-4-oxo-7-phenethyl-1,4-dihydronaphthalene-3-carboxamido)acetate). The solvent is C(=O)(C(F)(F)F)O (TFA). The product is OC=1C(C2=CC(=CC=C2C(C1C(=O)NCC(=O)O)=O)CCC1=CC=CC=C1)(C)C (2-(2-hydroxy-1,1-dimethyl-4-oxo-7-phenethyl-1,4-dihydronaphthalene-3-carboxamido)acetic acid). As a reaction SMILES: [OH:1][C:2]1[C:3]([CH3:33])([CH3:32])[C:4]2[C:9]([C:10](=[O:23])[C:11]=1[C:12]([NH:14][CH2:15][C:16]([O:18]C(C)(C)C)=[O:17])=[O:13])=[CH:8][CH:7]=[C:6]([CH2:24][CH2:25][C:26]1[CH:31]=[CH:30][CH:29]=[CH:28][CH:27]=1)[CH:5]=2>C(O)(C(F)(F)F)=O>[OH:1][C:2]1[C:3]([CH3:33])([CH3:32])[C:4]2[C:9]([C:10](=[O:23])[C:11]=1[C:12]([NH:14][CH2:15][C:16]([OH:18])=[O:17])=[O:13])=[CH:8][CH:7]=[C:6]([CH2:24][CH2:25][C:26]1[CH:27]=[CH:28][CH:29]=[CH:30][CH:31]=1)[CH:5]=2. Reported procedure: Tert-butyl 2-(2-hydroxy-1,1-dimethyl-4-oxo-7-phenethyl-1,4-dihydronaphthalene-3-carboxamido)acetate (130 mg, 289 μmol) was dissolved and stirred in TFA (2 mL) at ambient temperature for 30 minutes. The mixture was then concentrated to give the title compound. MS (ESI) m/z: Calculated; 393.4: Observed; 394.0